Dataset: the Open Reaction Database (ORD), a public repository of structured organic reaction records. Task: describe an organic reaction: reactants, conditions, products, and yield Starting materials: O=C([O-])[O-], CN(C)C=O, CCOC(=O)c1cccc2c1C(=O)C(c1ncnn1C)C(c1ccc(F)cc1)N2, CI, [K+], [K+]. Yields the product CCOC(=O)c1cccc2c1C(=O)C(C)(c1ncnn1C)C(c1ccc(F)cc1)N2. RXN SMILES: [C:30](=[O:31])([O-:32])[O-:33].[CH3:38][N:39]([CH3:40])[CH:41]=[O:42].[F:1][c:2]1[cH:3][cH:4][c:5]([CH:8]2[NH:9][c:10]3[cH:11][cH:12][cH:13][c:14]([C:25](=[O:26])[O:27][CH2:28][CH3:29])[c:15]3[C:16](=[O:24])[CH:17]2[c:18]2[n:19][cH:20][n:21][n:22]2[CH3:23])[cH:6][cH:7]1.[I:36][CH3:37].[K+:34].[K+:35]>>[F:1][c:2]1[cH:3][cH:4][c:5]([CH:8]2[NH:9][c:10]3[cH:11][cH:12][cH:13][c:14]([C:25](=[O:26])[O:27][CH2:28][CH3:29])[c:15]3[C:16](=[O:24])[C:17]2([c:18]2[n:19][cH:20][n:21][n:22]2[CH3:23])[CH3:30])[cH:6][cH:7]1. The reactants are ClC1=C(C=C(CN2CCC(CC2)N)C=C1)OCC (1-(4-chloro-3-ethoxy-benzyl)piperidin-4-ylamine), COC=1C=C(C(=O)Cl)C=C(C1)OC (3,5-dimethoxybenzoyl chloride). Product: ClC1=C(C=C(CN2CCC(CC2)NC(C2=CC(=CC(=C2)OC)OC)=O)C=C1)OCC (N-[1-(4-Chloro-3-ethoxy-benzyl)piperidin-4-yl]-3,5-dimethoxy-benzamide). Isolated yield 56.0%. As a reaction SMILES: [Cl:1][C:2]1[CH:15]=[CH:14][C:5]([CH2:6][N:7]2[CH2:12][CH2:11][CH:10]([NH2:13])[CH2:9][CH2:8]2)=[CH:4][C:3]=1[O:16][CH2:17][CH3:18].[CH3:19][O:20][C:21]1[CH:22]=[C:23]([CH:27]=[C:28]([O:30][CH3:31])[CH:29]=1)[C:24](Cl)=[O:25]>>[Cl:1][C:2]1[CH:15]=[CH:14][C:5]([CH2:6][N:7]2[CH2:12][CH2:11][CH:10]([NH:13][C:24](=[O:25])[C:23]3[CH:27]=[C:28]([O:30][CH3:31])[CH:29]=[C:21]([O:20][CH3:19])[CH:22]=3)[CH2:9][CH2:8]2)=[CH:4][C:3]=1[O:16][CH2:17][CH3:18]. Reported procedure: The title compound (24 mg, 56%) was prepared analogously to example 7 by coupling of 1-(4-chloro-3-ethoxy-benzyl)piperidin-4-ylamine with 3,5-dimethoxybenzoyl chloride. MS: 433.5 (MH+).